This data is from the Open Reaction Database (ORD), a public repository of structured organic reaction records. The task is: describe an organic reaction: reactants, conditions, products, and yield The reactants are COC=1C=C(C=CC1OC)CCN (3,4-dimethoxyphenylethylamine), COC=1C=C(C=C(C1OC)OC)CC(=O)O (3,4,5-trimethoxyphenylacetic acid). Yields the product COC=1C=C(C=CC1OC)CCNC(CC1=CC(=C(C(=C1)OC)OC)OC)=O (N-[2-(3,4-Dimethoxy-phenyl)-ethyl]-3,4,5-trimethoxyphenyl-acetamide). As a reaction SMILES: [CH3:1][O:2][C:3]1[CH:4]=[C:5]([CH2:11][CH2:12][NH2:13])[CH:6]=[CH:7][C:8]=1[O:9][CH3:10].[CH3:14][O:15][C:16]1[CH:17]=[C:18]([CH2:26][C:27](O)=[O:28])[CH:19]=[C:20]([O:24][CH3:25])[C:21]=1[O:22][CH3:23]>>[CH3:1][O:2][C:3]1[CH:4]=[C:5]([CH2:11][CH2:12][NH:13][C:27](=[O:28])[CH2:26][C:18]2[CH:19]=[C:20]([O:24][CH3:25])[C:21]([O:22][CH3:23])=[C:16]([O:15][CH3:14])[CH:17]=2)[CH:6]=[CH:7][C:8]=1[O:9][CH3:10]. Procedure details: prepared by reaction of 3,4-dimethoxyphenylethylamine and 3,4,5-trimethoxyphenylacetic acid. The reactants are COc1ccc2c(ccn2-c2ccc(Br)cc2)c1, C1CCOC1. Product: Oc1ccc2c(ccn2-c2ccc(Br)cc2)c1. Reaction SMILES: [Br:1][c:2]1[cH:3][cH:4][c:5](-[n:8]2[cH:9][cH:10][c:11]3[cH:12][c:13]([O:17][CH3:18])[cH:14][cH:15][c:16]23)[cH:6][cH:7]1.[CH2:19]1[O:20][CH2:21][CH2:22][CH2:23]1>>[Br:1][c:2]1[cH:3][cH:4][c:5](-[n:8]2[cH:9][cH:10][c:11]3[cH:12][c:13]([OH:17])[cH:14][cH:15][c:16]23)[cH:6][cH:7]1. Reactants: C(C)C=1C=CC(=NC1)C (5-ethyl-2-methyl-pyridine), C[O-].[Na+].CO (sodium methoxide methanol), ClC1=CC(=CC=C1)C(=O)OO (meta-chloroperbenzoic acid), [OH-].[Na+] (sodium hydroxide). Solvent: ClCCl (dichloromethane), CO (methanol). Reaction conditions: temperature 0 celsius, time 2.5 hour. Product: C(C)C=1C=CC(=NC1)C=O (5-ethyl-pyridine-2-carboxaldehyde). Yield: 20.0%. Reaction SMILES: [CH2:1]([C:3]1[CH:4]=[CH:5][C:6]([CH3:9])=[N:7][CH:8]=1)[CH3:2].ClC1C=CC=C(C(OO)=[O:18])C=1.[OH-].[Na+].C[O-].[Na+].CO>ClCCl.CO>[CH2:1]([C:3]1[CH:4]=[CH:5][C:6]([CH:9]=[O:18])=[N:7][CH:8]=1)[CH3:2] |f:2.3,4.5.6|. Procedure: In dichloromethane (25.0 ml), 5-ethyl-2-methyl-pyridine (2.31 g) was dissolved. The reaction solution was cooled to 0° C. and added with meta-chloroperbenzoic acid (4.43 g), followed by stirring at room temperature for 2.5 hours. The reaction solution was added with a 1 mol/l sodium hydroxide aqueous solution and then subjected to extraction with chloroform. Subsequently, the organic layer was washed with saturated saline solution and dried with anhydrous sodium sulfate. The drying agent was fil... Reactants: C1CCOC1, COC(=O)c1ccc(OC)c2c1OCC1(COC1)CO2, C[Si](C)(C)[N-][Si](C)(C)C, Cc1c(Cl)cncc1Cl, [Li+]. Product: COc1ccc(C(=O)Cc2c(Cl)cncc2Cl)c2c1OCC1(COC1)CO2. RXN SMILES: [CH2:40]1[O:41][CH2:42][CH2:43][CH2:44]1.[CH3:10][O:11][C:12](=[O:13])[c:14]1[cH:15][cH:16][c:17]([O:28][CH3:29])[c:18]2[c:24]1[O:23][CH2:22][C:21]1([CH2:20][O:19]2)[CH2:25][O:26][CH2:27]1.[CH3:31][Si:32]([N-:33][Si:34]([CH3:35])([CH3:36])[CH3:37])([CH3:38])[CH3:39].[Cl:1][c:2]1[cH:3][n:4][cH:5][c:6]([Cl:9])[c:7]1[CH3:8].[Li+:30]>>[Cl:1][c:2]1[cH:3][n:4][cH:5][c:6]([Cl:9])[c:7]1[CH2:8][C:12](=[O:11])[c:14]1[cH:15][cH:16][c:17]([O:28][CH3:29])[c:18]2[c:24]1[O:23][CH2:22][C:21]1([CH2:20][O:19]2)[CH2:25][O:26][CH2:27]1. Starting materials: CN(C1=CC=C(C=C1)C(CC(=O)C1=CC=NC=C1)C1=CNC2=CC=CC=C12)C (3-(4-dimethylamino-phenyl)-3-(1H-indol-3-yl)-1-pyridin-4-yl-propan-1-one), Cl.NO (hydroxylamine hydrochloride), C(=O)(O)[O-].[Na+] (NaHCO3). The product is CN(C1=CC=C(C=C1)C(CC(=NO)C1=CC=NC=C1)C1=CNC2=CC=CC=C12)C (3-(4-Dimethylamino-phenyl)-3-(1H-indol-3-yl)-1-pyridin-4-yl-propan-1-one oxime). As a reaction SMILES: [CH3:1][N:2]([CH3:28])[C:3]1[CH:8]=[CH:7][C:6]([CH:9]([C:19]2[C:27]3[C:22](=[CH:23][CH:24]=[CH:25][CH:26]=3)[NH:21][CH:20]=2)[CH2:10][C:11]([C:13]2[CH:18]=[CH:17][N:16]=[CH:15][CH:14]=2)=O)=[CH:5][CH:4]=1.Cl.[NH2:30][OH:31].C([O-])(O)=O.[Na+]>>[CH3:1][N:2]([CH3:28])[C:3]1[CH:8]=[CH:7][C:6]([CH:9]([C:19]2[C:27]3[C:22](=[CH:23][CH:24]=[CH:25][CH:26]=3)[NH:21][CH:20]=2)[CH2:10][C:11]([C:13]2[CH:18]=[CH:17][N:16]=[CH:15][CH:14]=2)=[N:30][OH:31])=[CH:5][CH:4]=1 |f:1.2,3.4|. Reported procedure: In analogy to example 1, step 2, from 3-(4-dimethylamino-phenyl)-3-(1H-indol-3-yl)-1-pyridin-4-yl-propan-1-one and hydroxylamine hydrochloride in the presence of NaHCO3 was prepared the title compound as a mixture of E and Z isomers (2.8:1) as a yellow foam, MS (ESI+): m/z=385.4 ([M+H]+).